Dataset: the Open Reaction Database (ORD), a public repository of structured organic reaction records. Task: describe an organic reaction: reactants, conditions, products, and yield The reactants are ClC=1C=C(CN2C(=NC3=C2C=C(C(=C3)F)F)C=3C(=NC=CC3)O)C=CC1 (3-[1-(3-chloro-benzyl)-5,6-difluoro-1H-benzoimidazol-2-yl]-pyridin-2-ol), COC(COC1=CC=C(C=C1)CBr)=O ((4-bromomethyl-phenoxy)-acetic acid methyl ester), powder. Product: COC(COC1=CC=C(C=C1)COC1=NC=CC=C1C1=NC2=C(N1CC1=CC(=CC=C1)Cl)C=C(C(=C2)F)F)=O ((4-{3-[1-(3-Chloro-benzyl)-5,6-difluoro-1H-benzoimidazol-2-yl]-pyridin-2-yloxymethyl}-phenoxy)-acetic acid methyl ester). As a reaction SMILES: [Cl:1][C:2]1[CH:3]=[C:4]([CH:24]=[CH:25][CH:26]=1)[CH2:5][N:6]1[C:10]2[CH:11]=[C:12]([F:16])[C:13]([F:15])=[CH:14][C:9]=2[N:8]=[C:7]1[C:17]1[C:18]([OH:23])=[N:19][CH:20]=[CH:21][CH:22]=1.[CH3:27][O:28][C:29](=[O:40])[CH2:30][O:31][C:32]1[CH:37]=[CH:36][C:35]([CH2:38]Br)=[CH:34][CH:33]=1>>[CH3:27][O:28][C:29](=[O:40])[CH2:30][O:31][C:32]1[CH:37]=[CH:36][C:35]([CH2:38][O:23][C:18]2[C:17]([C:7]3[N:6]([CH2:5][C:4]4[CH:24]=[CH:25][CH:26]=[C:2]([Cl:1])[CH:3]=4)[C:10]4[CH:11]=[C:12]([F:16])[C:13]([F:15])=[CH:14][C:9]=4[N:8]=3)=[CH:22][CH:21]=[CH:20][N:19]=2)=[CH:34][CH:33]=1. Reported procedure: The title compound was prepared in analogy to Example 5, intermediate a, from 3-[1-(3-chloro-benzyl)-5,6-difluoro-1H-benzoimidazol-2-yl]-pyridin-2-ol and (4-bromomethyl-phenoxy)-acetic acid methyl ester (CAS Reg. No. 104508-23-8). Colorless powder (67%). MS (Turbo Spray): m/z=550.1 (M+H). Reactants: M-indole, C1=CC=CC2=NC=C3C=CC=CC3=C12 (phenanthridine), C(C1=CC=CC=C1)(=O)Cl (benzoyl chloride), N1C=CC2=CC=CC=C12 (indole). The product is N1C=C(C2=CC=CC=C12)C1N(C=2C=CC=CC2C2=CC=CC=C12)C(=O)C1=CC=CC=C1 ([6-(1H-Indol-3-yl)-6H-phenanthridin-5-yl]-phenyl-methanone). Reaction SMILES: [CH:1]1[C:14]2[C:5](=[N:6][CH:7]=[C:8]3[C:13]=2[CH:12]=[CH:11][CH:10]=[CH:9]3)[CH:4]=[CH:3][CH:2]=1.[C:15](Cl)(=[O:22])[C:16]1[CH:21]=[CH:20][CH:19]=[CH:18][CH:17]=1.[NH:24]1[C:32]2[C:27](=[CH:28][CH:29]=[CH:30][CH:31]=2)[CH:26]=[CH:25]1>>[NH:24]1[C:32]2[C:27](=[CH:28][CH:29]=[CH:30][CH:31]=2)[C:26]([CH:7]2[C:8]3[C:13](=[CH:12][CH:11]=[CH:10][CH:9]=3)[C:14]3[CH:1]=[CH:2][CH:3]=[CH:4][C:5]=3[N:6]2[C:15]([C:16]2[CH:21]=[CH:20][CH:19]=[CH:18][CH:17]=2)=[O:22])=[CH:25]1. Procedure details: [6-(1H-Indol-3-yl)-6H-phenanthridin-5-yl]-phenyl-methanone was prepared from phenanthridine, benzoyl chloride, and indole according to GP 2. Yield, 11%. 1H-NMR (DMSO-d6): δ=6.20 (dd, J=2.5 Hz, J=0.8 Hz, 1H), 6.36 (s, br., 1H), 6,80 (t, J=7.6 Hz, 1H), 6.99-7.08 (m, 2H), 7.11 (ddd, J=J=7.5 Hz, J=1.2 Hz, 1H), 7.19-7.31 (m, 6H), 7.37 (“t”, J≈7.1 Hz, 1H), 7.43 (“t”, J≈7 Hz, 1H), 7.54 (“t”, J≈7 Hz, 2H), 7.85-7.90 (m, 1H), 7.95 (dd, J=7.8 Hz, J=1.2 Hz, 1H), 8.10 (“d”, J≈7.5 Hz, 1H), 10.69 (s, 1H); (+)-... Reactants: resultant solution, C(C)(=O)OCC (ethyl acetate), C([O-])(O)=O.[Na+] (sodium bicarbonate), C(C)(=O)[O-].[Na+] (Sodium acetate), C1(=CC=CC=C1)CC(=O)NC1[C@@H]2N(C(C(CS2)C=O)C(=O)OC(C2=CC=CC=C2)C2=CC=CC=C2)C1=O (diphenylmethyl 7-(2-phenylacetamido)-3-formylcepham-4-carboxylate). Solvent: O (water), C(C)(=O)OC(C)=O (acetic anhydride). Conditions: temperature 50 celsius, time 1.5 hour. Product: C1(=CC=CC=C1)CC(=O)NC1[C@@H]2N(C(C(CS2)=COC(C)=O)C(=O)OC(C2=CC=CC=C2)C2=CC=CC=C2)C1=O (diphenylmethyl 7-(2-phenylacetamido)-3-acetoxymethylenecepham-4-carboxylate). The yield is 74.0%. Reaction SMILES: [C:1]([O-:4])(=[O:3])[CH3:2].[Na+].[C:6]1([CH2:12][C:13]([NH:15][CH:16]2[C:41](=[O:42])[N:18]3[CH:19]([C:25]([O:27][CH:28]([C:35]4[CH:40]=[CH:39][CH:38]=[CH:37][CH:36]=4)[C:29]4[CH:34]=[CH:33][CH:32]=[CH:31][CH:30]=4)=[O:26])[CH:20]([CH:23]=O)[CH2:21][S:22][C@H:17]23)=[O:14])[CH:11]=[CH:10][CH:9]=[CH:8][CH:7]=1.C(OCC)(=O)C.C(=O)(O)[O-].[Na+]>C(OC(=O)C)(=O)C.O>[C:6]1([CH2:12][C:13]([NH:15][CH:16]2[C:41](=[O:42])[N:18]3[CH:19]([C:25]([O:27][CH:28]([C:29]4[CH:30]=[CH:31][CH:32]=[CH:33][CH:34]=4)[C:35]4[CH:36]=[CH:37][CH:38]=[CH:39][CH:40]=4)=[O:26])[C:20](=[CH:23][O:3][C:1](=[O:4])[CH3:2])[CH2:21][S:22][C@H:17]23)=[O:14])[CH:11]=[CH:10][CH:9]=[CH:8][CH:7]=1 |f:0.1,4.5|. Procedure: Sodium acetate (0.23 g.) was added to a solution of diphenylmethyl 7-(2-phenylacetamido)-3-formylcepham-4-carboxylate (0.5 g.) in acetic anhydride (2 ml.), and stirred at 50° C. for 1.5 hours. The resultant solution was added to ethyl acetate (60 ml.) and water (50 ml.) and adjusted to pH 7.2 with sodium bicarbonate. The organic layer was separated, washed with aqueous solution of sodium chloride and dried over magnesium sulfate. The solution was evaporated in vacuo to give diphenylmethyl 7-(2-p... Reactants: FC1=Cc2ccccc2N(Cc2ccccc2)c2ccccc21, CO, [H][H]. Yields the product FC1=Cc2ccccc2Nc2ccccc21. RXN SMILES: [CH2:1]([c:2]1[cH:3][cH:4][cH:5][cH:6][cH:7]1)[N:8]1[c:9]2[c:10]([cH:20][cH:21][cH:22][cH:23]2)[CH:11]=[C:12]([F:19])[c:13]2[c:14]1[cH:15][cH:16][cH:17][cH:18]2.[CH3:26][OH:27].[H:24][H:25]>>[NH:8]1[c:9]2[c:10]([cH:20][cH:21][cH:22][cH:23]2)[CH:11]=[C:12]([F:19])[c:13]2[c:14]1[cH:15][cH:16][cH:17][cH:18]2.